Dataset: the Open Reaction Database (ORD), a public repository of structured organic reaction records. Task: describe an organic reaction: reactants, conditions, products, and yield Reaction SMILES: [CH2:40]1[O:41][CH2:42][CH2:43][CH2:44]1.[Cl-:17].[Cl-:38].[Cl:18][c:19]1[c:20]([CH2:21][Zn+:22])[cH:23][cH:24][cH:25][c:26]1[Cl:27].[I:28][c:29]1[cH:30][cH:31][c:32]([N+:35](=[O:36])[O-:37])[cH:33][cH:34]1.[NH4+:39].[o:1]1[cH:2][cH:3][cH:4][c:5]1[P:6]([c:7]1[o:8][cH:9][cH:10][cH:11]1)[c:12]1[o:13][cH:14][cH:15][cH:16]1>>[Cl:18][c:19]1[c:20]([CH2:21][c:29]2[cH:30][cH:31][c:32]([N+:35](=[O:36])[O-:37])[cH:33][cH:34]2)[cH:23][cH:24][cH:25][c:26]1[Cl:27]. The product is O=[N+]([O-])c1ccc(Cc2cccc(Cl)c2Cl)cc1. The reactants are C1CCOC1, [Cl-], [Cl-], Clc1cccc(C[Zn+])c1Cl, O=[N+]([O-])c1ccc(I)cc1, [NH4+], c1coc(P(c2ccco2)c2ccco2)c1. Starting materials: O.NN (Hydrazine hydrate), FC=1C=CC(=C(C1)CN1C(C=2C(C1=O)=CC=CC2)=O)[N+](=O)[O-] (N-(5-fluoro-2-nitrophenyl)methyl-phthalimide), Cl (Hydrochloric acid). The solvent is C(C)O (ethanol). Run at temperature 40 celsius. Yields the product FC=1C=CC(=C(CN)C1)[N+](=O)[O-] (5-fluoro-2-nitrobenzylamine). Reaction SMILES: O.NN.[F:4][C:5]1[CH:6]=[CH:7][C:8]([N+:23]([O-:25])=[O:24])=[C:9]([CH2:11][N:12]2C(=O)C3=CC=CC=C3C2=O)[CH:10]=1.Cl>C(O)C>[F:4][C:5]1[CH:6]=[CH:7][C:8]([N+:23]([O-:25])=[O:24])=[C:9]([CH:10]=1)[CH2:11][NH2:12] |f:0.1|. Procedure details: 85% Hydrazine hydrate (1.67 ml) was added to a suspension of N-(5-fluoro-2-nitrophenyl)methyl-phthalimide (7.1 g) in ethanol (90 ml). The reaction mixture was heated to reflux for 3 hours, then cooled to 40° C. Hydrochloric acid was added and stirring was continued at that temperature for a further hour; then the solvent was removed under vacuum. The residue was taken up in water and the solid which separated was discarded. The mother liquors were treated with 10% sodium hydroxide and extracted ... The reactants are C1COCCO1, Cc1ccc(S(=O)(=O)OCC(CO)(CN=[N+]=[N-])CN=[N+]=[N-])cc1. Yields the product [N-]=[N+]=NCC1(CN=[N+]=[N-])COC1. RXN SMILES: [O:24]1[CH2:25][CH2:26][O:27][CH2:28][CH2:29]1.[OH:1][CH2:2][C:3]([CH2:4][N:5]=[N+:6]=[N-:7])([CH2:8][N:9]=[N+:10]=[N-:11])[CH2:12][O:13][S:14]([c:15]1[cH:16][cH:17][c:18]([CH3:19])[cH:20][cH:21]1)(=[O:22])=[O:23]>>[CH2:2]1[C:3]([CH2:4][N:5]=[N+:6]=[N-:7])([CH2:8][N:9]=[N+:10]=[N-:11])[CH2:12][O:13]1. Starting materials: polyimide, Nd, C(=O)[O-].[Cu+2].C(=O)[O-].O (copper formate water), C(CC(O)(C(=O)O)CC(=O)O)(=O)O (citric acid). Run in O (water). Yields the product C(=O)[O-].[Cu+2].C(=O)[O-].C(CC(O)(C(=O)O)CC(=O)O)(=O)O (copper formate citric acid), [Cu] (copper). Reaction SMILES: [CH:1]([O-:3])=[O:2].[Cu+2:4].[CH:5]([O-:7])=[O:6].O.[C:9]([OH:21])(=[O:20])[CH2:10][C:11]([CH2:16][C:17]([OH:19])=[O:18])([C:13]([OH:15])=[O:14])[OH:12]>O>[CH:1]([O-:3])=[O:2].[Cu+2:4].[CH:5]([O-:7])=[O:6].[C:9]([OH:21])(=[O:20])[CH2:10][C:11]([CH2:16][C:17]([OH:19])=[O:18])([C:13]([OH:15])=[O:14])[OH:12].[Cu:4] |f:0.1.2.3,6.7.8.9|. Procedure: A copper formate/citric acid solution was prepared by combining 3 ml of a saturated copper formate/water solution with 1 ml of a two percent by weight solution of citric acid and water. The solution was applied to a polyimide substrate and exposed to a Nd:YAG laser in the manner described above to produce copper lines having a cross-section of about 20 μm in width 5 μm in height. These copper lines were of comparable quality to the ones mentioned in the examples above.